Dataset: the Open Reaction Database (ORD), a public repository of structured organic reaction records. Task: describe an organic reaction: reactants, conditions, products, and yield Reactants: Cc1ccnc(N)c1C, CCN(C(C)C)C(C)C, ClCCl, CC(C)c1nc(N(C)S(C)(=O)=O)nc(-c2ccc(F)cc2)c1CO, O=P(Cl)(Oc1ccccc1)Oc1ccccc1. The product is CC(C)c1nc(N(C)S(C)(=O)=O)nc(-c2ccc(F)cc2)c1COP(=O)(Oc1ccccc1)Oc1ccccc1. Reaction SMILES: [CH3:34][c:35]1[cH:36][cH:37][n:38][c:39]([NH2:40])[c:41]1[CH3:42].[CH:1]([N:2]([CH:3]([CH3:4])[CH3:5])[CH2:6][CH3:7])([CH3:8])[CH3:9].[Cl:60][CH2:61][Cl:62].[F:10][c:11]1[cH:12][cH:13][c:14](-[c:17]2[n:18][c:19]([N:28]([S:29](=[O:30])(=[O:31])[CH3:32])[CH3:33])[n:20][c:21]([CH:25]([CH3:26])[CH3:27])[c:22]2[CH2:23][OH:24])[cH:15][cH:16]1.[P:43](=[O:44])([O:45][c:46]1[cH:47][cH:48][cH:49][cH:50][cH:51]1)([O:52][c:53]1[cH:54][cH:55][cH:56][cH:57][cH:58]1)[Cl:59]>>[F:10][c:11]1[cH:12][cH:13][c:14](-[c:17]2[n:18][c:19]([N:28]([S:29](=[O:30])(=[O:31])[CH3:32])[CH3:33])[n:20][c:21]([CH:25]([CH3:26])[CH3:27])[c:22]2[CH2:23][O:24][P:43](=[O:44])([O:45][c:46]2[cH:47][cH:48][cH:49][cH:50][cH:51]2)[O:52][c:53]2[cH:54][cH:55][cH:56][cH:57][cH:58]2)[cH:15][cH:16]1. Reactants: CC(=O)Nc1ccc(B(O)O)cc1, COCCOC, Clc1nc(N2CC3CCC(C2)O3)c2cnn(C3CCCCO3)c2n1, [Na+], [Na+], O=C([O-])[O-], [Pd], c1ccc(P(c2ccccc2)c2ccccc2)cc1, c1ccc(P(c2ccccc2)c2ccccc2)cc1, c1ccc(P(c2ccccc2)c2ccccc2)cc1, c1ccc(P(c2ccccc2)c2ccccc2)cc1. The product is CC(=O)Nc1ccc(-c2nc(N3CC4CCC(C3)O4)c3cnn(C4CCCCO4)c3n2)cc1. As a reaction SMILES: [C:25]([CH3:26])(=[O:27])[NH:28][c:29]1[cH:30][cH:31][c:32]([B:35]([OH:36])[OH:37])[cH:33][cH:34]1.[CH3:121][O:122][CH2:123][CH2:124][O:125][CH3:126].[Cl:1][c:2]1[n:3][c:4]([N:17]2[CH2:18][CH:19]3[CH2:20][CH2:21][CH:22]([CH2:23]2)[O:24]3)[c:5]2[c:6]([n:7]1)[n:8]([CH:11]1[O:12][CH2:13][CH2:14][CH2:15][CH2:16]1)[n:9][cH:10]2.[Na+:38].[Na+:39].[O-:40][C:41](=[O:42])[O-:43].[Pd:44].[c:102]1([P:103]([c:104]2[cH:105][cH:106][cH:107][cH:108][cH:109]2)[c:110]2[cH:111][cH:112][cH:113][cH:114][cH:115]2)[cH:116][cH:117][cH:118][cH:119][cH:120]1.[c:45]1([P:46]([c:47]2[cH:48][cH:49][cH:50][cH:51][cH:52]2)[c:53]2[cH:54][cH:55][cH:56][cH:57][cH:58]2)[cH:59][cH:60][cH:61][cH:62][cH:63]1.[c:64]1([P:65]([c:66]2[cH:67][cH:68][cH:69][cH:70][cH:71]2)[c:72]2[cH:73][cH:74][cH:75][cH:76][cH:77]2)[cH:78][cH:79][cH:80][cH:81][cH:82]1.[c:83]1([P:84]([c:85]2[cH:86][cH:87][cH:88][cH:89][cH:90]2)[c:91]2[cH:92][cH:93][cH:94][cH:95][cH:96]2)[cH:97][cH:98][cH:99][cH:100][cH:101]1>>[c:2]1(-[c:32]2[cH:31][cH:30][c:29]([NH:28][C:25]([CH3:26])=[O:27])[cH:34][cH:33]2)[n:3][c:4]([N:17]2[CH2:18][CH:19]3[CH2:20][CH2:21][CH:22]([CH2:23]2)[O:24]3)[c:5]2[c:6]([n:7]1)[n:8]([CH:11]1[O:12][CH2:13][CH2:14][CH2:15][CH2:16]1)[n:9][cH:10]2. The reactants are CN(C(C(=S)OCC)=CC=C(C(=O)OCC)CCCC)C (diethyl 2-dimethylamino-5-n-butylthio-2,4-hexadienedioate), Cl (hydrochloric acid), C(C)O (ethanol). Conditions: temperature 20 celsius. The product is OC(C(=S)OCC)=CC=C(C(=O)OCC)CCCC (diethyl 2-hydroxy-5-n-butylthio-2,4-hexadienedioate). As a reaction SMILES: CN(C)[C:3](=[CH:9][CH:10]=[C:11]([CH2:17][CH2:18][CH2:19][CH3:20])[C:12]([O:14][CH2:15][CH3:16])=[O:13])[C:4]([O:6][CH2:7][CH3:8])=[S:5].Cl.C([OH:25])C>>[OH:25][C:3](=[CH:9][CH:10]=[C:11]([CH2:17][CH2:18][CH2:19][CH3:20])[C:12]([O:14][CH2:15][CH3:16])=[O:13])[C:4]([O:6][CH2:7][CH3:8])=[S:5]. Procedure details: The procedure is as in Example 2, starting with diethyl 2-dimethylamino-5-n-butylthio-2,4-hexadienedioate (10 g), 12N aqueous hydrochloric acid solution (63 cc) and ethanol (100 cc). The mixture is maintained for 1 hour at a temperature of approximately 20° C. After purification by chromatography on a silica column with dichloromethane as eluent, diethyl 2-hydroxy-5-n-butylthio-2,4-hexadienedioate (5.6 g), m.p. 37° C., is obtained. Diethyl 2-dimethylamino-5-n-butylthio-2,4-hexadienedioate may be... Starting materials: COc1cccc(C(O)CCc2ccccc2)c1, [K+], [K+], O=[Cr](=O)([O-])O[Cr](=O)(=O)[O-], O, O=S(=O)(O)O. The product is COc1cccc(C(=O)CCc2ccccc2)c1. As a reaction SMILES: [CH3:12][O:13][c:14]1[cH:15][c:16]([CH:20]([CH2:21][CH2:22][c:23]2[cH:24][cH:25][cH:26][cH:27][cH:28]2)[OH:29])[cH:17][cH:18][cH:19]1.[K+:1].[K+:2].[O-:3][Cr:4]([O:5][Cr:6](=[O:7])(=[O:8])[O-:9])(=[O:10])=[O:11].[OH2:30].[S:31](=[O:32])(=[O:33])([OH:34])[OH:35]>>[CH3:12][O:13][c:14]1[cH:15][c:16]([C:20]([CH2:21][CH2:22][c:23]2[cH:24][cH:25][cH:26][cH:27][cH:28]2)=[O:29])[cH:17][cH:18][cH:19]1. Reactants: COS(=O)(=O)OC (dimethylsulfate), C([O-])([O-])=O.[K+].[K+] (potassium carbonate), C1C=CC[C@@]2(C3=CC=CC=C3CC[C@H]12)C(=O)O (cis-1,9,10,10a-tetrahydro-4a(4H)-phenanthrenecarboxylic acid), COS(=O)(=O)OC (dimethylsulfate), C([O-])([O-])=O.[K+].[K+] (potassium carbonate). Run in CC(=O)C (acetone). Reaction conditions: time 8 hour. Product: C1CCCC2(C3=CC=CC=C3CCC12)C(=O)OC (Methyl 1,3,4,9,10,10a-hexahydro-4a(2H)-phenanthrene carboxylate). Yield: 100.5%. RXN SMILES: [CH2:1]1[C@@H:14]2[C@@:5]([C:15]([OH:17])=[O:16])([C:6]3[C:11]([CH2:12][CH2:13]2)=[CH:10][CH:9]=[CH:8][CH:7]=3)[CH2:4][CH:3]=[CH:2]1.[CH3:18]OS(OC)(=O)=O.C(=O)([O-])[O-].[K+].[K+]>CC(C)=O>[CH2:1]1[CH:14]2[C:5]([C:15]([O:17][CH3:18])=[O:16])([C:6]3[C:11]([CH2:12][CH2:13]2)=[CH:10][CH:9]=[CH:8][CH:7]=3)[CH2:4][CH2:3][CH2:2]1 |f:2.3.4|. Reported procedure: A solution of cis-1,9,10,10a-tetrahydro-4a(4H)-phenanthrenecarboxylic acid (25 g, 0.11 mole) and dimethylsulfate (11.4 ml, 0.12 mole) in 75 ml acetone was treated with potassium carbonate (20.7 g, 0.15 mole) and stirred overnight. An additional 5 ml dimethylsulfate was added and the reaction mixture was refluxed for 1 hour. After cooling the potassium carbonate was removed by filtration and the filtrate evaporated to give the title compound (27 g, quantitative). The reactants are CO, CCN, O=C1CCOCC1, O=S(=O)(O)O. The product is CCNC1CCOCC1. RXN SMILES: [CH3:16][OH:17].[CH3:6][CH2:7][NH2:8].[O:9]1[CH2:10][CH2:11][C:12](=[O:15])[CH2:13][CH2:14]1.[S:1](=[O:2])(=[O:3])([OH:4])[OH:5]>>[CH3:6][CH2:7][NH:8][CH:12]1[CH2:11][CH2:10][O:9][CH2:14][CH2:13]1. Reactants: BrCC1CC2(C1)OCCO2 (2-(bromomethyl)-5,8-dioxaspiro[3.4]octane), polyethylene glycol, [OH-].[Na+] (sodium hydroxide), C1=CC=CC=C1 (benzene). Solvent: O (water). The product is C=C1CC2(C1)OCCO2 (2-methylidene-5,8-dioxaspiro[3.4]octane). As a reaction SMILES: Br[CH2:2][CH:3]1[CH2:6][C:5]2([O:10][CH2:9][CH2:8][O:7]2)[CH2:4]1.[OH-].[Na+].C1C=CC=CC=1>O>[CH2:2]=[C:3]1[CH2:6][C:5]2([O:10][CH2:9][CH2:8][O:7]2)[CH2:4]1 |f:1.2|. Procedure details: A mixture of 2-(bromomethyl)-5,8-dioxaspiro[3.4]octane (1.3 gm, 6.28 mmol) (step e), polyethylene glycol (PEG-600) (0.5 gm), 50% aqueous sodium hydroxide solution (5 ml) and benzene was refluxed for about 12 hours. The reaction mixture was cooled, diluted with water and extracted with diethyl ether. The organic layer was washed with brine, dried over sodium sulphate and concentrated under reduced pressure to get a crude product, which was purified by column chromatography. Starting materials: C1CCOC1, [H-], CCI, [Na+], CC(C)Oc1cc(C(F)(F)F)c2cc3c(cc2n1)OCC(CO)N3CC(F)(F)F. Product: CCOCC1COc2cc3nc(OC(C)C)cc(C(F)(F)F)c3cc2N1CC(F)(F)F. As a reaction SMILES: [CH2:35]1[O:36][CH2:37][CH2:38][CH2:39]1.[H-:31].[I:32][CH2:33][CH3:34].[Na+:30].[OH:1][CH2:2][CH:3]1[N:4]([CH2:25][C:26]([F:27])([F:28])[F:29])[c:5]2[cH:6][c:7]3[c:8]([C:21]([F:22])([F:23])[F:24])[cH:9][c:10]([O:17][CH:18]([CH3:19])[CH3:20])[n:11][c:12]3[cH:13][c:14]2[O:15][CH2:16]1>>[O:1]([CH2:2][CH:3]1[N:4]([CH2:25][C:26]([F:27])([F:28])[F:29])[c:5]2[cH:6][c:7]3[c:8]([C:21]([F:22])([F:23])[F:24])[cH:9][c:10]([O:17][CH:18]([CH3:19])[CH3:20])[n:11][c:12]3[cH:13][c:14]2[O:15][CH2:16]1)[CH2:33][CH3:34]. Solvent: CN(C)C=O (DMF). RXN SMILES: Br[CH2:2][CH2:3][CH2:4][CH2:5][CH2:6][CH2:7][O:8][CH2:9][CH2:10][CH2:11][CH2:12][C:13]1[CH:22]=[CH:21][C:20]2[C:15](=[CH:16][CH:17]=[CH:18][CH:19]=2)[N:14]=1.[NH2:23][CH2:24][CH:25]([C:27]1[CH:28]=[CH:29][C:30]([OH:38])=[C:31]([NH:33][S:34]([CH3:37])(=[O:36])=[O:35])[CH:32]=1)[OH:26]>CN(C=O)C>[C:25]([OH:26])(=[O:8])[C:27]1[CH:28]=[CH:29][CH:30]=[CH:31][CH:32]=1.[OH:38][C:30]1[CH:29]=[CH:28][C:27]([CH:25]([OH:26])[CH2:24][NH:23][CH2:2][CH2:3][CH2:4][CH2:5][CH2:6][CH2:7][O:8][CH2:9][CH2:10][CH2:11][CH2:12][C:13]2[CH:22]=[CH:21][C:20]3[C:15](=[CH:16][CH:17]=[CH:18][CH:19]=3)[N:14]=2)=[CH:32][C:31]=1[NH:33][S:34]([CH3:37])(=[O:36])=[O:35] |f:3.4|. Yields the product C(C1=CC=CC=C1)(=O)O.OC1=C(C=C(C=C1)C(CNCCCCCCOCCCCC1=NC2=CC=CC=C2C=C1)O)NS(=O)(=O)C (N-[2-Hydroxy-5-[1-hydroxy-2-[[6-[4-(2-quinolinyl)butoxy]hexyl]amino]ethyl]phenyl]methanesulphonamide, benzoate salt). The yield is 31.1%. Starting materials: BrCCCCCCOCCCCC1=NC2=CC=CC=C2C=C1 (2-[4-[(6-bromohexyl)oxy]butyl]quinoline), NCC(O)C=1C=CC(=C(C1)NS(=O)(=O)C)O (N-[5-(2-amino-1-hydroxyethyl)-2-hydroxyphenyl]methanesulphonamide). Procedure details: A mixture of 2-[4-[(6-bromohexyl)oxy]butyl]quinoline (900 mg), N-[5-(2-amino-1-hydroxyethyl)-2-hydroxyphenyl]methanesulphonamide (800 mg) and DEA (0.52 ml) in DMF (50 ml) was heated at 100° for 4 h, cooled, and the solvent evaporated in vacuo. The residue was purified by FCC eluting with System A (39:10:1) and (34:15:1). A solution of the resulting product in methanol (10 ml) was treated with benzoic acid (61.3 mg), the solution evaporated in vacuo and triturated with dry ether (×2) to afford th... Reactants: O=C([O-])[O-], C1COCCO1, [K+], [K+], CC(C)(C)OC(=O)N1CCC(n2cc(-c3cnc(N)c4occ(Cl)c34)cn2)CC1, O, OB(O)c1ccccc1. Yields the product CC(C)(C)OC(=O)N1CCC(n2cc(-c3cnc(N)c4oc(-c5ccccc5)c(Cl)c34)cn2)CC1. Reaction SMILES: [C:39](=[O:40])([O-:41])[O-:42].[CH2:45]1[O:46][CH2:47][CH2:48][O:49][CH2:50]1.[K+:43].[K+:44].[NH2:10][c:11]1[n:12][cH:13][c:14](-[c:21]2[cH:22][n:23][n:24]([CH:26]3[CH2:27][CH2:28][N:29]([C:32](=[O:33])[O:34][C:35]([CH3:36])([CH3:37])[CH3:38])[CH2:30][CH2:31]3)[cH:25]2)[c:15]2[c:16]1[o:17][cH:18][c:19]2[Cl:20].[OH2:51].[OH:1][B:2]([OH:3])[c:4]1[cH:5][cH:6][cH:7][cH:8][cH:9]1>>[c:4]1(-[c:18]2[o:17][c:16]3[c:11]([NH2:10])[n:12][cH:13][c:14](-[c:21]4[cH:22][n:23][n:24]([CH:26]5[CH2:27][CH2:28][N:29]([C:32](=[O:33])[O:34][C:35]([CH3:36])([CH3:37])[CH3:38])[CH2:30][CH2:31]5)[cH:25]4)[c:15]3[c:19]2[Cl:20])[cH:5][cH:6][cH:7][cH:8][cH:9]1.